From a dataset of the Open Reaction Database (ORD), a public repository of structured organic reaction records. describe an organic reaction: reactants, conditions, products, and yield Reactants: IN1C(CCC1=O)=O (N-iodo succinimide), ClC1=NC(=C2C(N1)=NC=C2)Cl (2,4-dichloro-1H-pyrrolo[2,3-d]pyrimidine), O (water). Solvent: CN(C)C=O (DMF). Reaction conditions: time 45 minute. Product: ClC1=NC(=C2C(N1)=NC=C2I)Cl (2,4-dichloro-5-iodo-1H-pyrrolo[2,3-d]pyrimidine). The yield is 79.1%. RXN SMILES: [Cl:1][C:2]1[NH:7][C:6]2=[N:8][CH:9]=[CH:10][C:5]2=[C:4]([Cl:11])[N:3]=1.[I:12]N1C(=O)CCC1=O.O>CN(C=O)C>[Cl:1][C:2]1[NH:7][C:6]2=[N:8][CH:9]=[C:10]([I:12])[C:5]2=[C:4]([Cl:11])[N:3]=1. Reported procedure: 2,4-dichloro-1H-pyrrolo[2,3-d]pyrimidine (0.5 g, 2.66 mmol) was dissolved in anhydrous DMF (20 mL) and N-iodo succinimide (718 mg, 3.19 mmol) was added. After stirring for 45 minutes at rt, reaction mixture was poured into water (400 mL) and extracted with EtOAc (2×500 mL) Organics were combined and washed with brine (500 mL) and dried over sodium sulfate. Solvents were removed under reduced pressure and purified via column chromatography to afford 2,4-dichloro-5-iodo-1H-pyrrolo[2,3-d]pyrimidine... Reactants: [Li]CCCC, CCCCCC, Cc1ccccc1, CCOC(C)=O, COc1ccc(-c2ncn(C3CCCCO3)c2-c2ccc(OC)cc2)cc1, Fc1ccccc1S(F)(F)(F)(F)Cl, C1CCOC1. The product is COc1ccc(-c2nc(S(F)(F)(F)(F)c3ccccc3F)n(C3CCCCO3)c2-c2ccc(OC)cc2)cc1. RXN SMILES: [CH2:1]([Li:2])[CH2:3][CH2:4][CH3:5].[CH3:46][CH2:47][CH2:48][CH2:49][CH2:50][CH3:51].[CH3:52][c:53]1[cH:54][cH:55][cH:56][cH:57][cH:58]1.[CH3:64][CH2:65][O:66][C:67](=[O:68])[CH3:69].[CH3:6][O:7][c:8]1[cH:9][cH:10][c:11](-[c:14]2[n:15][cH:16][n:17]([CH:27]3[O:28][CH2:29][CH2:30][CH2:31][CH2:32]3)[c:18]2-[c:19]2[cH:20][cH:21][c:22]([O:25][CH3:26])[cH:23][cH:24]2)[cH:12][cH:13]1.[F:33][c:34]1[c:35]([S:40]([F:41])([F:42])([F:43])([F:44])[Cl:45])[cH:36][cH:37][cH:38][cH:39]1.[O:59]1[CH2:60][CH2:61][CH2:62][CH2:63]1>>[CH3:6][O:7][c:8]1[cH:9][cH:10][c:11](-[c:14]2[n:15][c:16]([S:40]([c:35]3[c:34]([F:33])[cH:39][cH:38][cH:37][cH:36]3)([F:41])([F:42])([F:43])[F:44])[n:17]([CH:27]3[O:28][CH2:29][CH2:30][CH2:31][CH2:32]3)[c:18]2-[c:19]2[cH:20][cH:21][c:22]([O:25][CH3:26])[cH:23][cH:24]2)[cH:12][cH:13]1. The reactants are C(C)OC1=C(C=C(C=C1)[N+](=O)[O-])C=1NC(C2=C(N1)C(=NN2C)CCC)=O (5-(2-Ethoxy-5-nitrophenyl)-1-methyl-3-n-propyl-1,6-dihydro-7H-pyrazolo[4,3-d]pyrimidin-7-one). Reagents/catalysts: [Pd] (palladium on charcoal). The solvent is C(C)O (ethanol). Run at time 4 hour. The product is NC=1C=CC(=C(C1)C=1NC(C2=C(N1)C(=NN2C)CCC)=O)OCC (5-(5-Amino-2-ethoxyphenyl)-1-methyl-3-n-propyl-1,6-dihydro-7H-pyrazolo[4,3-d]pyrimidin-7-one). Yield: 95.0%. As a reaction SMILES: [CH2:1]([O:3][C:4]1[CH:9]=[CH:8][C:7]([N+:10]([O-])=O)=[CH:6][C:5]=1[C:13]1[NH:14][C:15](=[O:26])[C:16]2[N:21]([CH3:22])[N:20]=[C:19]([CH2:23][CH2:24][CH3:25])[C:17]=2[N:18]=1)[CH3:2]>C(O)C.[Pd]>[NH2:10][C:7]1[CH:8]=[CH:9][C:4]([O:3][CH2:1][CH3:2])=[C:5]([C:13]2[NH:14][C:15](=[O:26])[C:16]3[N:21]([CH3:22])[N:20]=[C:19]([CH2:23][CH2:24][CH3:25])[C:17]=3[N:18]=2)[CH:6]=1. Procedure details: 5-(2-Ethoxy-5-nitrophenyl)-1-methyl-3-n-propyl-1,6-dihydro-7H-pyrazolo[4,3-d]pyrimidin-7-one (0.64 g, 0.0018 mol) was dissolved in ethanol (50 ml) and the solution stirred with 5% palladium on charcoal catalyst (0.050 g) under hydrogen at room temperature and 50 p.s.i. pressure for 4 hours. The mixture was filtered to remove the catalyst, the filtrate evaporated under vacuum, and the residue triturated with ether to give the title compound as an off-white solid (0.56 g, 95%), m.p. 147-148° C. Fo... Starting materials: C(C)(=O)C(C(=O)OCC)(C(CC(=O)[O-])C1=C(C=CC=C1)F)C(C)=O (ethyl α,α-diacetyl-β-(2-fluorophenyl)glutarate), C(=O)=O (carbon dioxide). Solvent: C(C)O (ethanol). Yields the product FC1=C(C=CC=C1)C1C(C(=CC(C1)=O)C)C(=O)OCC (5-(2-fluorophenyl)-3-methyl-4-carbethoxy-2-cyclohexen-1-one). RXN SMILES: C([C:4]([C:22](=O)[CH3:23])([CH:10]([C:15]1[CH:20]=[CH:19][CH:18]=[CH:17][C:16]=1[F:21])[CH2:11][C:12]([O-:14])=O)[C:5]([O:7][CH2:8][CH3:9])=[O:6])(=O)C.[C:25](=O)=O>C(O)C>[F:21][C:16]1[CH:17]=[CH:18][CH:19]=[CH:20][C:15]=1[CH:10]1[CH2:11][C:12](=[O:14])[CH:25]=[C:22]([CH3:23])[CH:4]1[C:5]([O:7][CH2:8][CH3:9])=[O:6]. Procedure: The ethyl α,α-diacetyl-β-(2-fluorophenyl)glutarate was heated under vacuum at 160°-180°/10-15 mm for 1 hr, eliminating carbon dioxide and ethanol and producing 5-(2-fluorophenyl)-3-methyl-4-carbethoxy-2-cyclohexen-1-one. The crude product was distilled under reduced pressure to give 5-(2-fluorophenyl)-3-methyl-4-carbethoxy-2-cyclohexen-1-one (57.3 g); bp, 155°-162°/1.2 mm. Solvent: S(O)(O)(=O)=O (sulfuric acid). Product: ClC=1N=NC=C2C1N(C(=C2[N+](=O)[O-])C)CC(C)C (7-Chloro-1-isobutyl-2-methyl-3-nitropyrrolo[2,3-d]pyridazine). Run at time 4 hour. Reported procedure: 16.0 g (71.5 mmol) of 7-chloro-1-isobutyl-2-methylpyrrolo[2,3-d]pyridazine are dissolved in portions at 0° C. with vigorous stirring in a mixture of 100 ml of fuming nitric acid and 50 ml of conc. sulfuric acid. The solution is stirred at room temperature for a further 4 h and subsequently introduced into 400 ml of ice-water. The mixture is then neutralized with 10 N sodium hydroxide solution and extracted with 3×250 ml of ethyl acetate. The organic extracts are dried over magnesium sulfate and ... The reactants are ClC=1N=NC=C2C1N(C(=C2)C)CC(C)C (7-chloro-1-isobutyl-2-methylpyrrolo[2,3-d]pyridazine), ice water, [OH-].[Na+] (sodium hydroxide), [N+](=O)(O)[O-] (nitric acid). RXN SMILES: [Cl:1][C:2]1[N:3]=[N:4][CH:5]=[C:6]2[CH:10]=[C:9]([CH3:11])[N:8]([CH2:12][CH:13]([CH3:15])[CH3:14])[C:7]=12.[OH-].[Na+].[N+:18]([O-])([OH:20])=[O:19]>S(=O)(=O)(O)O>[Cl:1][C:2]1[N:3]=[N:4][CH:5]=[C:6]2[C:10]([N+:18]([O-:20])=[O:19])=[C:9]([CH3:11])[N:8]([CH2:12][CH:13]([CH3:15])[CH3:14])[C:7]=12 |f:1.2|. Starting materials: O1C(CCCC1)OC(CCCN)CCCCC (4-(2-tetrahydropyranyloxy)nonylamine), C(C)(=O)OC(C)=O (acetic anhydride), ice water. The solvent is N1=CC=CC=C1 (pyridine). Reaction conditions: time 6 hour. Product: O1C(CCCC1)OC(CCCNC(C)=O)CCCCC (N-[4-(2-Tetrahydropyranyloxy)nonyl]acetamide). Reaction SMILES: [O:1]1[CH2:6][CH2:5][CH2:4][CH2:3][CH:2]1[O:7][CH:8]([CH2:13][CH2:14][CH2:15][CH2:16][CH3:17])[CH2:9][CH2:10][CH2:11][NH2:12].[C:18](OC(=O)C)(=[O:20])[CH3:19]>N1C=CC=CC=1>[O:1]1[CH2:6][CH2:5][CH2:4][CH2:3][CH:2]1[O:7][CH:8]([CH2:13][CH2:14][CH2:15][CH2:16][CH3:17])[CH2:9][CH2:10][CH2:11][NH:12][C:18](=[O:20])[CH3:19]. Procedure details: To a stirred, ice cold solution of 4-(2-tetrahydropyranyloxy)nonylamine (7.29 g., 0.03 mole) in pyridine (40 ml.) is added acetic anhydride (3.06 g., 0.03 mole) at such a rate as to maintain the reaction temperature at 5°-10°C. The reaction is then allowed to stand at room temperature for 6 hours, poured into ice water (200 ml.) and extracted with ether (2 × 100 ml.). The ether is extracted with ice cold 5% hydrochloric acid (2 × 20 ml.), washed with brine (2 × 25 ml.), then dried over sodium su... Starting materials: ClC=1C=C(N)C=C(C1Cl)Cl (3,4,5-trichloroaniline), ClC=1C=C(N)C=CC1Cl (3,4-dichloroaniline). Yields the product ClC=1C=C(N)C=CC1 (3-chloroaniline), ClC=1C=C(N)C=CC1Cl (3,4-dichloroaniline). Isolated yield 100.0%. RXN SMILES: [Cl:1][C:2]1[CH:3]=[C:4]([CH:6]=[C:7](Cl)[C:8]=1Cl)[NH2:5].[Cl:11][C:12]1[CH:13]=[C:14]([CH:16]=[CH:17][C:18]=1[Cl:19])[NH2:15]>>[Cl:1][C:2]1[CH:3]=[C:4]([CH:6]=[CH:7][CH:8]=1)[NH2:5].[Cl:11][C:12]1[CH:13]=[C:14]([CH:16]=[CH:17][C:18]=1[Cl:19])[NH2:15]. Reported procedure: Example 9 is repeated, the 3,4,5-trichloroaniline being replaced by 3,4-dichloroaniline. After a reaction time of 7 hours under the same conditions, 3-chloroaniline is obtained with a yield of 100% for a degree of conversion of 100% of the 3,4-dichloroaniline. The degree of hydrodechlorination of the solvent is 0.09%.